Dataset: the Open Reaction Database (ORD), a public repository of structured organic reaction records. Task: describe an organic reaction: reactants, conditions, products, and yield The reactants are CC1=CN=CN1CCCN1C(C2=CC=CC=C2C1=O)=O (2-(3-(5-Methyl-1H-imidazol-1-yl)propyl)isoindoline-1,3-dione), O.NN (hydrazine monohydrate). Run in CCO (EtOH). Reaction conditions: temperature 50 celsius, time 30 minute. Product: CC1=CN=CN1CCCN (3-(5-Methyl-1H-imidazol-1-yl)propan-1-amine). RXN SMILES: [CH3:1][C:2]1[N:6]([CH2:7][CH2:8][CH2:9][N:10]2C(=O)C3C(=CC=CC=3)C2=O)[CH:5]=[N:4][CH:3]=1.O.NN>CCO>[CH3:1][C:2]1[N:6]([CH2:7][CH2:8][CH2:9][NH2:10])[CH:5]=[N:4][CH:3]=1 |f:1.2|. Procedure details: 2-(3-(5-Methyl-1H-imidazol-1-yl)propyl)isoindoline-1,3-dione (i.e. 8.92 mmol, 1 eq., which may be prepared as described in D3) and hydrazine monohydrate (17.84 mmol, 2 eq.) were dissolved in dry EtOH (50 mL). The mixture was kept under reflux over night, then mixture was concentrated down to a volume of 25 mL. Hydrochloric acid (conc., 55 mL) was then added and the mixture was heated to 50° C. and kept at this temperature for 30 min. The formed precipitate was then filtered. The filtrate was coo... Starting materials: resultant solution, CSC1=C(C=CC=C1)[Mg]Br (2-(methylthio)phenylmagnesium bromide), [Mg] (magnesium), [Cl-].[NH4+] (ammonium chloride), ClC(=O)OCC1=CC=CC=C1 (benzyl chloroformate), BrC1=C(C=CC=C1)SC (2-bromothioanisole), BrC1=C(C=CC=C1)SC (2-bromothioanisole), N1=CC=CC=C1 (pyridine). The reagents and catalysts are [Cu]I (copper(I) iodide). Run in C1(=CC=CC=C1)C (toluene), O1CCCC1 (tetrahydrofuran), O1CCCC1 (tetrahydrofuran). Run at temperature 50 celsius, time 2 hour. Product: C(C1=CC=CC=C1)OC(=O)N1C=CC(C=C1)C1=C(C=CC=C1)SC (1-Benzyloxycarbonyl-4-[2-(methylthio)phenyl]-1,4-dihydropyridine). RXN SMILES: [Mg].Br[C:3]1[CH:8]=[CH:7][CH:6]=[CH:5][C:4]=1[S:9][CH3:10].CSC1C=CC=CC=1[Mg]Br.[N:21]1[CH:26]=[CH:25][CH:24]=[CH:23][CH:22]=1.Cl[C:28]([O:30][CH2:31][C:32]1[CH:37]=[CH:36][CH:35]=[CH:34][CH:33]=1)=[O:29].[Cl-].[NH4+]>[Cu]I.C1(C)C=CC=CC=1.O1CCCC1>[CH2:31]([O:30][C:28]([N:21]1[CH:26]=[CH:25][CH:24]([C:3]2[CH:8]=[CH:7][CH:6]=[CH:5][C:4]=2[S:9][CH3:10])[CH:23]=[CH:22]1)=[O:29])[C:32]1[CH:37]=[CH:36][CH:35]=[CH:34][CH:33]=1 |f:5.6|. Procedure: 2.9 g (118 mmol) of magnesium turnings was introduced into 100 ml of tetrahydrofuran (dried over molecular sieve) under argon. Approximately 5 g of 2-bromothioanisole was added dropwise at room temperature, and the mixture was heated to 50° C. After the Grignard reaction had started, the mixture warmed further to reflux. The remainder of the total of 20.0 g (98.5 mmol) of 2-bromothioanisole was added dropwise so that the reaction mixture continued to reflux. The resultant solution of the Grignar... Starting materials: CC(C)(C)[Si](C)(C)OC1CCC(N2CCC(Cc3c(Cl)cc(OS(=O)(=O)C(F)(F)F)cc3Cl)C2=O)CC1, COCCOC, Cn1cc(B2OC(C)(C)C(C)(C)O2)cn1, [Na+], [Na+], O=C([O-])[O-], c1ccc(P(c2ccccc2)(c2ccccc2)[Pd](P(c2ccccc2)(c2ccccc2)c2ccccc2)(P(c2ccccc2)(c2ccccc2)c2ccccc2)P(c2ccccc2)(c2ccccc2)c2ccccc2)cc1. Product: Cn1cc(-c2cc(Cl)c(CC3CCN(C4CCC(O[Si](C)(C)C(C)(C)C)CC4)C3=O)c(Cl)c2)cn1. Reaction SMILES: [C:1]([CH3:2])([CH3:3])([CH3:4])[Si:5]([O:6][CH:7]1[CH2:8][CH2:9][CH:10]([N:13]2[C:14](=[O:35])[CH:15]([CH2:18][c:19]3[c:20]([Cl:34])[cH:21][c:22]([O:26][S:27]([C:28]([F:29])([F:30])[F:31])(=[O:32])=[O:33])[cH:23][c:24]3[Cl:25])[CH2:16][CH2:17]2)[CH2:11][CH2:12]1)([CH3:36])[CH3:37].[CH2:136]([CH2:137][O:138][CH3:139])[O:140][CH3:141].[CH3:38][n:39]1[n:40][cH:41][c:42]([B:44]2[O:45][C:46]([CH3:47])([CH3:48])[C:49]([CH3:50])([CH3:51])[O:52]2)[cH:43]1.[Na+:53].[Na+:54].[O-:55][C:56](=[O:57])[O-:58].[cH:59]1[cH:60][cH:61][c:62]([P:63]([Pd:64]([P:65]([c:66]2[cH:67][cH:68][cH:69][cH:70][cH:71]2)([c:72]2[cH:73][cH:74][cH:75][cH:76][cH:77]2)[c:78]2[cH:79][cH:80][cH:81][cH:82][cH:83]2)([P:84]([c:85]2[cH:86][cH:87][cH:88][cH:89][cH:90]2)([c:91]2[cH:92][cH:93][cH:94][cH:95][cH:96]2)[c:97]2[cH:98][cH:99][cH:100][cH:101][cH:102]2)[P:103]([c:104]2[cH:105][cH:106][cH:107][cH:108][cH:109]2)([c:110]2[cH:111][cH:112][cH:113][cH:114][cH:115]2)[c:116]2[cH:117][cH:118][cH:119][cH:120][cH:121]2)([c:122]2[cH:123][cH:124][cH:125][cH:126][cH:127]2)[c:128]2[cH:129][cH:130][cH:131][cH:132][cH:133]2)[cH:134][cH:135]1>>[C:1]([CH3:2])([CH3:3])([CH3:4])[Si:5]([O:6][CH:7]1[CH2:8][CH2:9][CH:10]([N:13]2[C:14](=[O:35])[CH:15]([CH2:18][c:19]3[c:20]([Cl:34])[cH:21][c:22](-[c:42]4[cH:41][n:40][n:39]([CH3:38])[cH:43]4)[cH:23][c:24]3[Cl:25])[CH2:16][CH2:17]2)[CH2:11][CH2:12]1)([CH3:36])[CH3:37].